From a dataset of the Open Reaction Database (ORD), a public repository of structured organic reaction records. describe an organic reaction: reactants, conditions, products, and yield Reactants: CC=1C=C(C=CC1C)N1N=C(/C(/C1=O)=N/NC=1C(=C(C=CC1)C1=CC(=CC=C1)C(=O)O)O)C (3′-[(2Z)-[1-(3,4-dimethylphenyl)-1,5-dihydro-3-methyl-5-oxo-4H-pyrazol-4-ylidene]hydrazino]-2′-hydroxy-[1,1′-biphenyl]-3-carboxylic acid), crude orange solid, C(O)CN (Ethanolamine). Solvent: C1CCOC1 (THF). Conditions: time 1.5 hour. The product is C(O)CN.C(O)CN.CC=1C=C(C=CC1C)N1N=C(/C(/C1=O)=N/NC=1C(=C(C=CC1)C1=CC(=CC=C1)C(=O)O)O)C (3′-[(2Z)-[1-(3,4-dimethylphenyl)-1,5-dihydro-3-methyl-5-oxo-4H-pyrazol-4-ylidene]hydrazino]-2′-hydroxy-[1,1′-biphenyl]-3-carboxylic acid bis-(monoethanolamine)). As a reaction SMILES: [CH3:1][C:2]1[CH:3]=[C:4]([N:9]2[C:13](=[O:14])/[C:12](=[N:15]\[NH:16][C:17]3[C:18]([OH:32])=[C:19]([C:23]4[CH:28]=[CH:27][CH:26]=[C:25]([C:29]([OH:31])=[O:30])[CH:24]=4)[CH:20]=[CH:21][CH:22]=3)/[C:11]([CH3:33])=[N:10]2)[CH:5]=[CH:6][C:7]=1[CH3:8].[CH2:34]([CH2:36][NH2:37])[OH:35]>C1COCC1>[CH2:13]([CH2:12][NH2:15])[OH:14].[CH2:34]([CH2:36][NH2:37])[OH:35].[CH3:1][C:2]1[CH:3]=[C:4]([N:9]2[C:13](=[O:14])/[C:12](=[N:15]\[NH:16][C:17]3[C:18]([OH:32])=[C:19]([C:23]4[CH:28]=[CH:27][CH:26]=[C:25]([C:29]([OH:31])=[O:30])[CH:24]=4)[CH:20]=[CH:21][CH:22]=3)/[C:11]([CH3:33])=[N:10]2)[CH:5]=[CH:6][C:7]=1[CH3:8] |f:3.4.5|. Procedure: 3′-[(2Z)-[1-(3,4-dimethylphenyl)-1,5-dihydro-3-methyl-5-oxo-4H-pyrazol-4-ylidene]hydrazino]-2′-hydroxy-[1,1′-biphenyl]-3-carboxylic acid, 8 g of crude orange solid, was dissolved at room temperature in THF (240 ml) in a 500 ml round bottom 3-necked flask under a nitrogen atmosphere. Ethanolamine (2.2 ml, 2 molar equivalents) was added via syringe over 5 minutes. The resulting dark red suspension was stirred at room temperature for 1.5 hours and the solid isolated by filtration, washed with THF (... Reported procedure: A solution of lithium aluminum hydride (11.4 mmol; 1M solution in tetrahydrofuran, (hereafter THF) was added to a stirred suspension of sodium methoxide (1.23 g, 22.8 mmol) in 18 ml of dry THF and the mixture was stirred at room temperature for 1/2 hour. 6,6-Dimethyl-2,4-heptadiyn-1-ol (777 mg, 5.71 mmol) was added and the mixture stirred at room temperature overnight. The mixture was cooled to 0° C. and dry ethyl acetate (1.0 g, 11.4 mmole) was added dropwise. Hexachloroethane (4.05 g, 17.13 mm... RXN SMILES: [H-].[Al+3].[Li+].[H-].[H-].[H-].C[O-].[Na+].[CH3:10][C:11]([CH3:19])([CH3:18])[C:12]#[C:13][C:14]#[C:15][CH2:16][OH:17].C(OCC)(=O)C.[Cl:26]C(Cl)(Cl)C(Cl)(Cl)Cl>O1CCCC1>[Cl:26]/[C:14](/[C:13]#[C:12][C:11]([CH3:19])([CH3:18])[CH3:10])=[CH:15]\[CH2:16][OH:17] |f:0.1.2.3.4.5,6.7|. Isolated yield 41.0%. Conditions: time 0.5 hour. The product is Cl\C(=C/CO)\C#CC(C)(C)C ((Z)-3-chloro-6,6-dimethyl- 2-hepten-4-yn-1-ol). Run in O1CCCC1 (tetrahydrofuran), C1CCOC1 (THF), C1CCOC1 (THF). The reactants are ClC(C(Cl)(Cl)Cl)(Cl)Cl (Hexachloroethane), [H-].[Al+3].[Li+].[H-].[H-].[H-] (lithium aluminum hydride), CC(C#CC#CCO)(C)C (6,6-Dimethyl-2,4-heptadiyn-1-ol), ClC(C(Cl)(Cl)Cl)(Cl)Cl (hexachloroethane), C(C)(=O)OCC (ethyl acetate), solution, C[O-].[Na+] (sodium methoxide). The reactants are Cc1ccc(C(=O)O)cc1, CSc1cccc(N)c1. Reagents/catalysts: [B-](F)(F)(F)F.CN(C)C(=[N+](C)C)ON1C(=O)C2=CC=CC=C2N=N1 (TDBTU), CCN(C(C)C)C(C)C (DIPEA). The solvent is CN(C)C=O (DMF), CN(C)C=O (DMF), CN(C)C=O (DMF), CN(C)C=O (DMF), CN(C)C=O (DMF), CN(C)C=O (DMF). Run at temperature 25 celsius, time 2 hour. The product is CSc1cccc(NC(=O)c2ccc(C)cc2)c1. The yield is 50.2%. Reaction SMILES: CSc1cccc(N)c1.Cc1ccc(C(=O)O)cc1.[B-](F)(F)(F)F.CN(C)C(=[N+](C)C)ON1C(=O)C2=CC=CC=C2N=N1.CCN(C(C)C)C(C)C.CN(C)C=O>>CSc1cccc(NC(=O)c2ccc(C)cc2)c1. Starting materials: CCOC(COc1ccc(CC2SC(=O)NC2=O)cc1)OCC, Cl, C1CCOC1. Yields the product O=CCOc1ccc(CC2SC(=O)NC2=O)cc1. Reaction SMILES: [CH2:2]([O:4][CH:5]([O:3][CH2:22][CH3:23])[CH2:6][O:7][c:8]1[cH:9][cH:10][c:11]([CH2:12][CH:13]2[C:14](=[O:19])[NH:15][C:16](=[O:18])[S:17]2)[cH:20][cH:21]1)[CH3:24].[ClH:1].[O:25]1[CH2:26][CH2:27][CH2:28][CH2:29]1>>[O:4]=[CH:5][CH2:6][O:7][c:8]1[cH:9][cH:10][c:11]([CH2:12][CH:13]2[C:14](=[O:19])[NH:15][C:16](=[O:18])[S:17]2)[cH:20][cH:21]1. The reactants are O=C(OCc1ccccc1)c1cc(-c2ccncc2)ccc1OCc1ccccc1, CO, [Na+], C1COCCO1, [OH-]. Product: O=C(O)c1cc(-c2ccncc2)ccc1OCc1ccccc1. RXN SMILES: [CH2:3]([c:4]1[cH:5][cH:6][cH:7][cH:8][cH:9]1)[O:10][c:11]1[c:12]([C:13](=[O:14])[O:15][CH2:16][c:17]2[cH:18][cH:19][cH:20][cH:21][cH:22]2)[cH:23][c:24](-[c:27]2[cH:28][cH:29][n:30][cH:31][cH:32]2)[cH:25][cH:26]1.[CH3:39][OH:40].[Na+:2].[O:33]1[CH2:34][CH2:35][O:36][CH2:37][CH2:38]1.[OH-:1]>>[CH2:3]([c:4]1[cH:5][cH:6][cH:7][cH:8][cH:9]1)[O:10][c:11]1[c:12]([C:13](=[O:14])[OH:15])[cH:23][c:24](-[c:27]2[cH:28][cH:29][n:30][cH:31][cH:32]2)[cH:25][cH:26]1.